describe an organic reaction: reactants, conditions, products, and yield From a dataset of the Open Reaction Database (ORD), a public repository of structured organic reaction records. The reactants are C(C)(=O)OC(C(=O)NC(C)(C)C)C1=NC=C(C=C1)[N+](=O)[O-] (2-acetoxy-2-(5-nitro-2-pyridyl)-N-tert.-butyl-acetamide), [H][H] (hydrogen). Run in O1CCOCC1 (dioxane), [Pd] (palladium). The product is C(C)(C)(C)NC(C(OC(C)=O)C1=NC=C(C=C1)N)=O (2-(5-Amino-2-pyridyl)-2-acetyloxy-acetic acid tert.-butylamide). As a reaction SMILES: [C:1]([O:4][CH:5]([C:13]1[CH:18]=[CH:17][C:16]([N+:19]([O-])=O)=[CH:15][N:14]=1)[C:6]([NH:8][C:9]([CH3:12])([CH3:11])[CH3:10])=[O:7])(=[O:3])[CH3:2].[H][H]>O1CCOCC1.[Pd]>[C:9]([NH:8][C:6](=[O:7])[CH:5]([C:13]1[CH:18]=[CH:17][C:16]([NH2:19])=[CH:15][N:14]=1)[O:4][C:1](=[O:3])[CH3:2])([CH3:10])([CH3:11])[CH3:12]. Reported procedure: 5 g (16.9 mmol) of 2-acetoxy-2-(5-nitro-2-pyridyl)-N-tert.-butyl-acetamide are dissolved in 50 ml of 90% strength aqueous dioxane, 250 mg of 10% strength palladium-on-active charcoal are added and hydrogenation is carried out at room temperature until the uptake of hydrogen is complete. For working up, the catalyst is filtered off and the filtrate is evaporated. The residue is dried.